This data is from the Open Reaction Database (ORD), a public repository of structured organic reaction records. The task is: describe an organic reaction: reactants, conditions, products, and yield The reactants are NCCCNC1=NC=C(C=C1C)Cl (2-(3-Aminopropylamino)-5-chloro-3-methylpyridine), CSC1=NC=C(C(N1)=O)CC1=CC=NC=C1 (2-methylthio-5-(4-pyridylmethyl)-4-pyrimidone). Run in N1=CC=CC=C1 (pyridine). Yields the product ClC=1C=C(C(=NC1)NCCCNC1=NC=C(C(N1)=O)CC1=CC=NC=C1)C (2-[3-(5-chloro-3-methylpyrid-2-ylamino)propylamino]-5-(4-pyridylmethyl)-4-pyrimidone). The yield is 64.0%. RXN SMILES: [NH2:1][CH2:2][CH2:3][CH2:4][NH:5][C:6]1[C:11]([CH3:12])=[CH:10][C:9]([Cl:13])=[CH:8][N:7]=1.CS[C:16]1[NH:21][C:20](=[O:22])[C:19]([CH2:23][C:24]2[CH:29]=[CH:28][N:27]=[CH:26][CH:25]=2)=[CH:18][N:17]=1>N1C=CC=CC=1>[Cl:13][C:9]1[CH:10]=[C:11]([CH3:12])[C:6]([NH:5][CH2:4][CH2:3][CH2:2][NH:1][C:16]2[NH:21][C:20](=[O:22])[C:19]([CH2:23][C:24]3[CH:29]=[CH:28][N:27]=[CH:26][CH:25]=3)=[CH:18][N:17]=2)=[N:7][CH:8]=1. Procedure: 2-(3-Aminopropylamino)-5-chloro-3-methylpyridine (0.92 g) and 2-methylthio-5-(4-pyridylmethyl)-4-pyrimidone (0.90 g) were heated together under reflux in pyridine (5 ml) for 46 hr. After stripping to dryness the residue was triturated with wet ether to give a white solid. Repeated recrystallisation from isopropanol/water gave 2-[3-(5-chloro-3-methylpyrid-2-ylamino)propylamino]-5-(4-pyridylmethyl)-4-pyrimidone (0.95 g; 64%) m.p. 90°-92° C. Starting materials: COCCCC=1C=C(C2=CC=CC=C2C1)C(=O)O (3-[3-(methyloxy)propyl]-1-naphthalenecarboxylic acid), C(C(=O)Cl)(=O)Cl (oxalyl chloride), CCN(C(C)C)C(C)C (Hunig's base), C1(CC1)N (cyclopropylamine). Reagents/catalysts: CN(C)C=O (DMF). The solvent is C(Cl)Cl (CH2Cl2). Reaction conditions: time 2 hour. The product is C1(CC1)NC(=O)C1=CC(=CC2=CC=CC=C12)CCCOC (N-Cyclopropyl-3-[3-(methyloxy)propyl]-1-naphthalenecarboxamide). Reaction SMILES: [CH3:1][O:2][CH2:3][CH2:4][CH2:5][C:6]1[CH:7]=[C:8]([C:16]([OH:18])=O)[C:9]2[C:14]([CH:15]=1)=[CH:13][CH:12]=[CH:11][CH:10]=2.C(Cl)(=O)C(Cl)=O.CC[N:27]([CH:31]([CH3:33])[CH3:32])C(C)C.C1(N)CC1>CN(C=O)C.C(Cl)Cl>[CH:31]1([NH:27][C:16]([C:8]2[C:9]3[C:14](=[CH:13][CH:12]=[CH:11][CH:10]=3)[CH:15]=[C:6]([CH2:5][CH2:4][CH2:3][O:2][CH3:1])[CH:7]=2)=[O:18])[CH2:33][CH2:32]1. Procedure details: To a CH2Cl2 solution (0.1 M) of 3-[3-(methyloxy)propyl]-1-naphthalenecarboxylic acid (1 eq.) from the previous step was added at 0° C. oxalyl chloride (1.2 eq.) followed by a few drops of DMF. The resulting solution was stirred at RT for 2 h before the volatiles were removed in vacuo. The resulting residue was taken up in dichloromethane (0.1 M), cooled to 0° C. and added sequentially Hunig's base (1.2 eq.) an cyclopropylamine (1.1 eq.) dropwise. The resulting suspension was stirred at RT for 18... The reactants are NC1CCN(Cc2ccccc2)C1, CCOC(C)=O, CCN(C(C)C)C(C)C, Cc1cc(C(F)(F)F)cc(Cl)n1, O, OCCOCCO. Product: Cc1cc(C(F)(F)F)cc(NC2CCN(Cc3ccccc3)C2)n1. As a reaction SMILES: [CH2:13]([c:14]1[cH:15][cH:16][cH:17][cH:18][cH:19]1)[N:20]1[CH2:21][CH:22]([NH2:25])[CH2:23][CH2:24]1.[CH3:42][CH2:43][O:44][C:45](=[O:46])[CH3:47].[CH:33]([N:34]([CH2:35][CH3:36])[CH:37]([CH3:38])[CH3:39])([CH3:40])[CH3:41].[Cl:1][c:2]1[n:3][c:4]([CH3:12])[cH:5][c:6]([C:8]([F:9])([F:10])[F:11])[cH:7]1.[OH2:48].[OH:26][CH2:27][CH2:28][O:29][CH2:30][CH2:31][OH:32]>>[c:2]1([NH:25][CH:22]2[CH2:21][N:20]([CH2:13][c:14]3[cH:15][cH:16][cH:17][cH:18][cH:19]3)[CH2:24][CH2:23]2)[n:3][c:4]([CH3:12])[cH:5][c:6]([C:8]([F:9])([F:10])[F:11])[cH:7]1.